From a dataset of the Open Reaction Database (ORD), a public repository of structured organic reaction records. describe an organic reaction: reactants, conditions, products, and yield The reactants are [H-].[Na+] (sodium hydride), C(C1=CC=CC=C1)Br (benzyl bromide), CN1C(CC(CC1(C)C)N(C(C(C(=O)O)CC1=CC=CC=C1)=O)C1CC(N(C(C1)(C)C)C)(C)C)(C)C (benzylmalonic bis-(1,2,2,6,6-pentamethyl-4-piperidinyl)-amide), [H-].[Na+] (sodium hydride), amide. Run in C1(=CC=CC=C1)C (toluene), C1(=CC=CC=C1)C (toluene), CN(C=O)C (dimethylformamide), C1(=CC=CC=C1)C (toluene). Run at temperature 70 celsius, time 12 hour. Yields the product CN1C(CC(CC1(C)C)N(C(C(C(=O)O)(CC1=CC=CC=C1)CC1=CC=CC=C1)=O)C1CC(N(C(C1)(C)C)C)(C)C)(C)C (dibenzylmalonic bis-(1,2,2,6,6-pentamethyl-4-piperidinyl)-amide). RXN SMILES: [CH3:1][N:2]1[C:7]([CH3:9])([CH3:8])[CH2:6][CH:5]([N:10]([CH:24]2[CH2:29][C:28]([CH3:31])([CH3:30])[N:27]([CH3:32])[C:26]([CH3:34])([CH3:33])[CH2:25]2)[C:11](=[O:23])[CH:12]([CH2:16][C:17]2[CH:22]=[CH:21][CH:20]=[CH:19][CH:18]=2)[C:13]([OH:15])=[O:14])[CH2:4][C:3]1([CH3:36])[CH3:35].[H-].[Na+].[CH2:39](Br)[C:40]1[CH:45]=[CH:44][CH:43]=[CH:42][CH:41]=1>C1(C)C=CC=CC=1.CN(C)C=O>[CH3:32][N:27]1[C:26]([CH3:34])([CH3:33])[CH2:25][CH:24]([N:10]([CH:5]2[CH2:6][C:7]([CH3:8])([CH3:9])[N:2]([CH3:1])[C:3]([CH3:36])([CH3:35])[CH2:4]2)[C:11](=[O:23])[C:12]([CH2:39][C:40]2[CH:45]=[CH:44][CH:43]=[CH:42][CH:41]=2)([CH2:16][C:17]2[CH:18]=[CH:19][CH:20]=[CH:21][CH:22]=2)[C:13]([OH:15])=[O:14])[CH2:29][C:28]1([CH3:31])[CH3:30] |f:1.2|. Procedure: With stirring, a solution of 20 g of benzylmalonic bis-(1,2,2,6,6-pentamethyl-4-piperidinyl)-amide in 50 ml of toluene and 100 ml of dimethylformamide is added dropwise in the course of about 1/2 hour to a suspension of oil-free sodium hydride (0.97 g) in toluene (20 ml). After the addition of the amide, the reaction mixture is stirred for a further 20 hours at 60° C. until all the sodium hydride is reacted. A solution of 7.7 g of benzyl bromide in 10 ml of toluene is then added dropwise to the ... As a reaction SMILES: [Cl:1][c:2]1[c:3]([N:13]([CH2:14][CH3:15])[CH2:16][CH3:17])[cH:4][c:5]([O:11][CH3:12])[c:6]([C:7](=[O:8])[OH:9])[cH:10]1.[NH2:18][CH:19]1[CH2:20][N:21]([CH2:24][c:25]2[cH:26][cH:27][cH:28][cH:29][cH:30]2)[CH2:22][CH2:23]1>>[Cl:1][c:2]1[c:3]([N:13]([CH2:14][CH3:15])[CH2:16][CH3:17])[cH:4][c:5]([O:11][CH3:12])[c:6]([C:7](=[O:9])[NH:18][CH:19]2[CH2:20][N:21]([CH2:24][c:25]3[cH:26][cH:27][cH:28][cH:29][cH:30]3)[CH2:22][CH2:23]2)[cH:10]1. The reactants are CCN(CC)c1cc(OC)c(C(=O)O)cc1Cl, NC1CCN(Cc2ccccc2)C1. The product is CCN(CC)c1cc(OC)c(C(=O)NC2CCN(Cc3ccccc3)C2)cc1Cl. Reactants: FC1=C2CCN(CC2=C(C=C1)OC)NC1=CC=NC=C1 ((5-fluoro-8-methoxy-3,4-dihydro-1H-isoquinolin-2-yl)-pyridin-4-yl-amine), ClCCl (dichloromethane), B(Br)(Br)Br (boron tribromide). The solvent is CO (methanol). The product is Br.FC1=C2CCN(CC2=C(C=C1)O)NC1=CC=NC=C1 (5-Fluoro-2-(pyridin-4-ylamino)-1,2,3,4 -tetrahydroisoquinolin-8-ol hydrobromide). Isolated yield 74.0%. As a reaction SMILES: [F:1][C:2]1[CH:11]=[CH:10][C:9]([O:12]C)=[C:8]2[C:3]=1[CH2:4][CH2:5][N:6]([NH:14][C:15]1[CH:20]=[CH:19][N:18]=[CH:17][CH:16]=1)[CH2:7]2.ClCCl.B(Br)(Br)[Br:25]>CO>[BrH:25].[F:1][C:2]1[CH:11]=[CH:10][C:9]([OH:12])=[C:8]2[C:3]=1[CH2:4][CH2:5][N:6]([NH:14][C:15]1[CH:20]=[CH:19][N:18]=[CH:17][CH:16]=1)[CH2:7]2 |f:4.5|. Reported procedure: To a solution of (5-fluoro-8-methoxy-3,4-dihydro-1H-isoquinolin-2-yl)-pyridin-4-yl-amine (4.82 g) and dichloromethane (100 ml) at -78° C., boron tribromide (5.5 ml) was added, with stirring. The reaction mixture was warmed to ambient temperature, stirred for 3 hrs, and methanol (100 ml) was added. The mixture was stirred for 1 hr and concentrated in vacuo. The residue was recrystallized from 2-propanol to yield 4.45 g (74%) of product, mp 266° C. Starting materials: [F-].[Cs+] (cesium fluoride), ClC1=NC=CC=C1C#N (2-chloro-3-cyanopyridine), C(CCC)[Sn](C=1SC=CC1)(CCCC)CCCC (2-(tri-n-butylstannyl)thiophene). Reagents/catalysts: CC(C)([P](C(C)(C)C)([Pd][P](C(C)(C)C)(C(C)(C)C)C(C)(C)C)C(C)(C)C)C (bis(tri-t-butylphosphine)palladium). Run in C(C)(=O)OCC (ethyl acetate). Run at temperature 90 celsius. Yields the product S1C(=CC=C1)C1=C(C#N)C=CC=N1 (2-thiophen-2-ylnicotinonitrile). Yield: 100.7%. As a reaction SMILES: [F-].[Cs+].Cl[C:4]1[C:9]([C:10]#[N:11])=[CH:8][CH:7]=[CH:6][N:5]=1.C([Sn](CCCC)(CCCC)[C:17]1[S:18][CH:19]=[CH:20][CH:21]=1)CCC>CC(C)([P](C(C)(C)C)([Pd][P](C(C)(C)C)(C(C)(C)C)C(C)(C)C)C(C)(C)C)C.C(OCC)(=O)C>[S:18]1[CH:19]=[CH:20][CH:21]=[C:17]1[C:4]1[N:5]=[CH:6][CH:7]=[CH:8][C:9]=1[C:10]#[N:11] |f:0.1,^1:32,38|. Procedure details: To an oven-dried, N2-purged, 50-mL, round-bottomed flask containing a magnetic stir bar were added cesium fluoride (1.34 g, 8.80 mmol), bis(tri-t-butylphosphine)palladium (66.0 mg, 0.13 mmol), and 2-chloro-3-cyanopyridine (559 mg, 4.00 mmol). The flask was sealed with a septum and purged with dry N2 atmosphere. Anhydrous dioxane (4 mL) was added via syringe. Neat 2-(tri-n-butylstannyl)thiophene (2.38 g, 2.02 mL, 6.38 mmol) was added via syringe. The reaction mixture was heated to ˜90° C. in an o... Run in CN(C=O)C (N,N-dimethylformamide). Procedure details: To a solution of bis(4-methoxyphenyl)acetonitrile (1.0 g, 4 mmol) in N,N-dimethylformamide (5 ml) was added 60% oil sodium hydride (0.24 g, 6 mmol) while stirring under ice-cooling. The mixture was stirred for 30 minutes under the same conditions, to which was added, while stirring under ice-cooling, ethyl 6-bromohexanoate (0.89 g, 4 mmol). The mixture was stirred for 2 hours at room temperature, to which was added a saturated aqueous solution of ammonium chloride. The mixture was subjected to e... Reactants: COC1=CC=C(C=C1)C(C#N)C1=CC=C(C=C1)OC (bis(4-methoxyphenyl)acetonitrile), oil, [H-].[Na+] (sodium hydride), BrCCCCCC(=O)OCC (ethyl 6-bromohexanoate), [Cl-].[NH4+] (ammonium chloride). The yield is 69.5%. Product: COC1=CC=C(C=C1)C(CCCCCC(=O)OCC)(C#N)C1=CC=C(C=C1)OC (Ethyl 7,7-bis(4-methoxyphenyl)-7-cyanoheptanoate). RXN SMILES: [CH3:1][O:2][C:3]1[CH:8]=[CH:7][C:6]([CH:9]([C:12]2[CH:17]=[CH:16][C:15]([O:18][CH3:19])=[CH:14][CH:13]=2)[C:10]#[N:11])=[CH:5][CH:4]=1.[H-].[Na+].Br[CH2:23][CH2:24][CH2:25][CH2:26][CH2:27][C:28]([O:30][CH2:31][CH3:32])=[O:29].[Cl-].[NH4+]>CN(C)C=O>[CH3:19][O:18][C:15]1[CH:14]=[CH:13][C:12]([C:9]([C:6]2[CH:5]=[CH:4][C:3]([O:2][CH3:1])=[CH:8][CH:7]=2)([C:10]#[N:11])[CH2:23][CH2:24][CH2:25][CH2:26][CH2:27][C:28]([O:30][CH2:31][CH3:32])=[O:29])=[CH:17][CH:16]=1 |f:1.2,4.5|. Reactants: Cl.C(C)(=O)OCC (hydrogen chloride ethyl acetate), C(C)(C)(C)OC=1C(=NC=CN1)CN1CCC(CC1)C(CC1=C(C=CC=C1)F)=O (1-[1-(3-tert-butoxy-2-pyrazinylmethyl)-piperidin-4-yl]-2-(2-fluorophenyl)ethanone), [OH-].[Na+] (sodium hydroxide), C([O-])(O)=O.[Na+] (sodium bicarbonate). Solvent: ClCCl (dichloromethane). Run at time 2 hour. Yields the product FC1=C(C=CC=C1)CC(=O)C1CCN(CC1)CC=1C(NC=CN1)=O (3-[4-[2-(2-Fluorophenyl)acetyl]piperidino]methyl-1H-pyrazin-2-one). Isolated yield 91.1%. Reaction SMILES: Cl.C(OCC)(=O)C.C([O:12][C:13]1[C:14]([CH2:19][N:20]2[CH2:25][CH2:24][CH:23]([C:26](=[O:35])[CH2:27][C:28]3[CH:33]=[CH:32][CH:31]=[CH:30][C:29]=3[F:34])[CH2:22][CH2:21]2)=[N:15][CH:16]=[CH:17][N:18]=1)(C)(C)C.[OH-].[Na+].C(=O)(O)[O-].[Na+]>ClCCl>[F:34][C:29]1[CH:30]=[CH:31][CH:32]=[CH:33][C:28]=1[CH2:27][C:26]([CH:23]1[CH2:22][CH2:21][N:20]([CH2:19][C:14]2[C:13](=[O:12])[NH:18][CH:17]=[CH:16][N:15]=2)[CH2:25][CH2:24]1)=[O:35] |f:0.1,3.4,5.6|. Procedure details: After adding 5 ml of 4N hydrogen chloride/ethyl acetate to 334 mg of 1-[1-(3-tert-butoxy-2-pyrazinylmethyl)-piperidin-4-yl]-2-(2-fluorophenyl)ethanone, the mixture was stirred for 2 hours at room temperature. A 1N sodium hydroxide solution and saturated aqueous sodium bicarbonate solution were added to the reaction solution for neutralization, and extraction was performed with dichloromethane. The extract was washed with saturated brine and dried over anhydrous magnesium sulfate, and then the so... Starting materials: C1(=C(C=CC=C1)N)N (o-phenylenediamine), C1(CCCCC1)=O (cyclohexanone). Run in O (water). Yields the product C12(CCCCC1)NC1=C(N2)C=CC=C1 (1,3-dihydrobenzimidazole-2-spirocyclohexane). Yield: 59.5%. As a reaction SMILES: [C:1]1([NH2:8])[CH:6]=[CH:5][CH:4]=[CH:3][C:2]=1[NH2:7].[C:9]1(=O)[CH2:14][CH2:13][CH2:12][CH2:11][CH2:10]1>O>[C:9]12([NH:8][C:1]3[CH:6]=[CH:5][CH:4]=[CH:3][C:2]=3[NH:7]1)[CH2:14][CH2:13][CH2:12][CH2:11][CH2:10]2. Procedure details: In a procedure similar to that described by H. Suschitszky in Croatica Chemica Acta, 59, 57-77 (1986), o-phenylenediamine (108 g, 1.0 mol) was dissolved in 1 liter hot water on a steam bath. With vigorous stirring and heating, cyclohexanone (98 g, 1.0 mol) was added in a rapid stream. After 5 minutes a brown gum formed; after 15 minutes a solid resulted. Stirring was continued for a total of 35 minutes. The slurry was cooled in an ice bath and then filtered to yield 112 g (59.5%) 1,3-dihydrobenz... The product is [I-].C[N+]=1N=C(N(C1C)C1=CC=CC=C1)SC (1,5-dimethyl-3-methylthio-4-phenyl-1,2,4-triazolium iodide). Reaction SMILES: [CH3:1][C:2]1[N:3]([C:9]2[CH:14]=[CH:13][CH:12]=[CH:11][CH:10]=2)[C:4]([S:7][CH3:8])=[N:5][N:6]=1.[CH3:15][I:16]>>[I-:16].[CH3:15][N+:6]1[N:5]=[C:4]([S:7][CH3:8])[N:3]([C:9]2[CH:14]=[CH:13][CH:12]=[CH:11][CH:10]=2)[C:2]=1[CH3:1] |f:2.3|. Starting materials: 5, CC=1N(C(=NN1)SC)C1=CC=CC=C1 (methyl-3-methylthio-4-phenyl-1,2,4-triazole), CI (methyl iodide). Procedure: Then, 10 g of 5 methyl-3-methylthio-4-phenyl-1,2,4-triazole thus obtained was mixed with 40 g of methyl iodide and the mixture was heat-refluxed for 4 hours to precipitate crystals, which were collected by filtration and recrystallized from ethanol to provide 1,5-dimethyl-3-methylthio-4-phenyl-1,2,4-triazolium iodide. The reactants are COc1cccc(OC(F)(F)F)c1, COc1ccccc1C1(N2CC(F)CC2C(=O)N(C)C)C(=O)Nc2ccc(OC(F)(F)F)cc21, O=S(=O)(Cl)Cl. Product: COc1ccc(S(=O)(=O)N2C(=O)C(c3ccccc3OC)(N3CC(F)CC3C(=O)N(C)C)c3cc(OC(F)(F)F)ccc32)c(OC(F)(F)F)c1. As a reaction SMILES: [CH3:40][O:41][c:42]1[cH:43][c:44]([O:48][C:49]([F:50])([F:51])[F:52])[cH:45][cH:46][cH:47]1.[F:1][CH:2]1[CH2:3][CH:4]([C:30](=[O:31])[N:32]([CH3:33])[CH3:34])[N:5]([C:7]2([c:22]3[c:23]([O:28][CH3:29])[cH:24][cH:25][cH:26][cH:27]3)[C:8](=[O:21])[NH:9][c:10]3[cH:11][cH:12][c:13]([O:16][C:17]([F:18])([F:19])[F:20])[cH:14][c:15]32)[CH2:6]1.[S:35](=[O:36])(=[O:37])([Cl:38])[Cl:39]>>[F:1][CH:2]1[CH2:3][CH:4]([C:30](=[O:31])[N:32]([CH3:33])[CH3:34])[N:5]([C:7]2([c:22]3[c:23]([O:28][CH3:29])[cH:24][cH:25][cH:26][cH:27]3)[C:8](=[O:21])[N:9]([S:35](=[O:36])(=[O:37])[c:45]3[c:44]([O:48][C:49]([F:50])([F:51])[F:52])[cH:43][c:42]([O:41][CH3:40])[cH:47][cH:46]3)[c:10]3[cH:11][cH:12][c:13]([O:16][C:17]([F:18])([F:19])[F:20])[cH:14][c:15]32)[CH2:6]1.